From a dataset of the Open Reaction Database (ORD), a public repository of structured organic reaction records. describe an organic reaction: reactants, conditions, products, and yield RXN SMILES: [C:1]1([CH3:12])[CH:6]=[CH:5][C:4]([CH:7]=[CH:8][CH2:9][C:10]#[N:11])=[CH:3][CH:2]=1.[OH-].[Na+].[N:15](OC)=[O:16].OS(O)(=O)=O.N([O-])=O.[Na+]>CO.CO.O.O>[OH:16][N:15]=[C:9]([CH:8]=[CH:7][C:4]1[CH:3]=[CH:2][C:1]([CH3:12])=[CH:6][CH:5]=1)[C:10]#[N:11] |f:1.2,5.6,8.9|. Yields the product ON=C(C#N)C=CC1=CC=C(C=C1)C (2-Hydroxyimino-4-p-tolyl-but-3-enenitrile). Starting materials: [OH-].[Na+] (Sodium hydroxide), VI, C1(=CC=C(C=C1)C=CCC#N)C (4-p-tolyl-but-3-enenitrile), N(=O)OC (methyl nitrite), OS(=O)(=O)O (H2SO4), N(=O)[O-].[Na+] (sodium nitrite). Procedure: In a 3-necked 50 ml flask fitted with a sintered glass gas inlet tube, 2.13 g (0.0135 mol) of 4-p-tolyl-but-3-enenitrile are dissolved in 30 ml of methanol, and cooled to 0° C. Sodium hydroxide (0.54 g; 0.0135 mol) is added. The turbid, slightly brownish mixture is then treated with ca. 0.025 mol of gaseous methyl nitrite bubbled below the surface of the mixture through the gas inlet tube (methyl nitrite is generated by dropwise addition of [0.8 ml of H2SO4 conc+1.6 ml H2O] to a suspension of so... Conditions: temperature 0 celsius, time 8 hour. The yield is 75.6%. Run in CO (methanol), CO.O (methanol water), O (H2O). Starting materials: CC1=C(N)C=CC(=C1C)[N+](=O)[O-] (2,3-dimethyl-4-nitroaniline), C(=S)(Cl)Cl (thiophosgene). Solvent: C1(=CC=CC=C1)C (toluene). The product is CC1=C(C=CC(=C1C)[N+](=O)[O-])N=C=S (2,3-dimethyl-4-nitrophenyl isothiocyanate). The yield is 48.0%. As a reaction SMILES: [CH3:1][C:2]1[C:8]([CH3:9])=[C:7]([N+:10]([O-:12])=[O:11])[CH:6]=[CH:5][C:3]=1[NH2:4].[C:13](Cl)(Cl)=[S:14]>C1(C)C=CC=CC=1>[CH3:1][C:2]1[C:8]([CH3:9])=[C:7]([N+:10]([O-:12])=[O:11])[CH:6]=[CH:5][C:3]=1[N:4]=[C:13]=[S:14]. Procedure: To a solution of 2,3-dimethyl-4-nitroaniline (0.5 g, 1.0 equiv.) in toluene (50 mL) was added thiophosgene (0.3 mL, 1.3 equiv.) and the reaction mixture was heated at the reflux temp. overnight. The resulting mixture was concentrated under reduced pressure and the residue was purified by column chromatography (25% CH2Cl2/hex) to afford 2,3-dimethyl-4-nitrophenyl isothiocyanate as a light yellow solid (0.30 g, 48%): 1H NMR (CDCl3) δ2.39 (s, 3H), 2.41 (s, 3H), 7.20 (d, J=8.4 Hz, 1H); CI-MS m/z 200... Reactants: [OH-].[Na+] (NaOH), COC(CCCCC=1SC=C(N1)C1=C(C=CC=C1)OC)=O (5-[4-(2-methoxy-phenyl)-thiazol-2-yl]-pentanoic acid methyl ester), Br (HBr), Br (HBr). The solvent is C(C)(=O)O (acetic acid). Product: OC1=C(C=CC=C1)C=1N=C(SC1)CCCCC(=O)O (5-[4-(2-hydroxy-phenyl)-thiazol-2-yl]-pentanoic acid). Isolated yield 90.7%. RXN SMILES: C[O:2][C:3](=[O:21])[CH2:4][CH2:5][CH2:6][CH2:7][C:8]1[S:9][CH:10]=[C:11]([C:13]2[CH:18]=[CH:17][CH:16]=[CH:15][C:14]=2[O:19]C)[N:12]=1.Br.[OH-].[Na+]>C(O)(=O)C>[OH:19][C:14]1[CH:15]=[CH:16][CH:17]=[CH:18][C:13]=1[C:11]1[N:12]=[C:8]([CH2:7][CH2:6][CH2:5][CH2:4][C:3]([OH:21])=[O:2])[S:9][CH:10]=1 |f:2.3|. Procedure details: Dissolve 5-[4-(2-methoxy-phenyl)-thiazol-2-yl]-pentanoic acid methyl ester (3.20 g, 10.5 mmol) in acetic acid (50 mL, glacial), add HBr (50 mL, 48% aqueous solution) and heat to reflux under N2 for 6 hours. Add additional HBr (20 mL, 48% aqueous solution) and heat at reflux under N2 overnight. Adjust to pH 4 with 5N NaOH solution, extract with EtOAc (×2), dry over MgSO4 and concentrate to get 2.64 grams of a light brown solid. Recrystallize from EtOAc/hexanes to afford the title compound (2.14 g... Starting materials: O=C(Cl)CCBr, CCN(C(C)C)C(C)C, Nc1cccc(-c2n[nH]c(C3CCCCN3C(=O)COc3ccccc3)n2)c1. Yields the product O=C1CCN1c1cccc(-c2n[nH]c(C3CCCCN3C(=O)COc3ccccc3)n2)c1. RXN SMILES: [Br:29][CH2:30][CH2:31][C:32](=[O:33])[Cl:34].[CH:35]([N:36]([CH2:37][CH3:38])[CH:39]([CH3:40])[CH3:41])([CH3:42])[CH3:43].[NH2:1][c:2]1[cH:3][c:4](-[c:8]2[n:9][c:10]([CH:13]3[N:14]([C:19]([CH2:20][O:21][c:22]4[cH:23][cH:24][cH:25][cH:26][cH:27]4)=[O:28])[CH2:15][CH2:16][CH2:17][CH2:18]3)[nH:11][n:12]2)[cH:5][cH:6][cH:7]1>>[N:1]1([c:2]2[cH:3][c:4](-[c:8]3[n:9][c:10]([CH:13]4[N:14]([C:19]([CH2:20][O:21][c:22]5[cH:23][cH:24][cH:25][cH:26][cH:27]5)=[O:28])[CH2:15][CH2:16][CH2:17][CH2:18]4)[nH:11][n:12]3)[cH:5][cH:6][cH:7]2)[CH2:30][CH2:31][C:32]1=[O:33]. Starting materials: ClC1=CC=C(C=C1)C=1SC(=CN1)C(C)=O (1-[2-(4-chloro-phenyl)-thiazol-5-yl]ethanone), [BH4-].[Na+] (sodium borohydride). Run in CO (methanol). Reaction conditions: time 0.5 hour. Yields the product ClC1=CC=C(C=C1)C=1SC(=CN1)C(C)O (1-[2-(4-chloro-phenyl)-thiazol-5-yl]ethanol). Isolated yield 96.9%. RXN SMILES: [Cl:1][C:2]1[CH:7]=[CH:6][C:5]([C:8]2[S:9][C:10]([C:13](=[O:15])[CH3:14])=[CH:11][N:12]=2)=[CH:4][CH:3]=1.[BH4-].[Na+]>CO>[Cl:1][C:2]1[CH:3]=[CH:4][C:5]([C:8]2[S:9][C:10]([CH:13]([OH:15])[CH3:14])=[CH:11][N:12]=2)=[CH:6][CH:7]=1 |f:1.2|. Procedure details: To a suspension of 1-[2-(4-chloro-phenyl)-thiazol-5-yl]ethanone (5 g, 21 mmol) in methanol (100 ml) is added sodium borohydride (832 mg, 22 mmol) at room temperature. The reaction mixture is stirred at room temperature for 0.5 hour. The reaction mixture is quenched with 100 ml of an aqueous saturated solution of ammonium chloride, extracted with dichloromethane (2×150 ml). The combined organic extracts are dried over magnesium sulphate, filtered and evaporated to dryness to give 1-[2-(4-chloro-p... Reactants: C1=C(C=CC2=CC=CC=C12)S(=O)(=O)NCC(=O)NC(C(=O)O)CNC(=O)C1CCN(CC1)C1=CC=NC=C1 (2-[2-(2-naphthalenesulphonamido)acetamido]-3-[1-(4-pyridyl)piperidin-4-ylcarbonylamino]propionic acid), N1CCOCC1 (morpholine). Product: O1CCN(CC1)C(=O)C(CNC(=O)C1CCN(CC1)C1=CC=NC=C1)NC(CNS(=O)(=O)C1=CC2=CC=CC=C2C=C1)=O (N-{1-morpholinocarbonyl-2-[1-(4-pyridyl)piperidin-4-ylcarbonylamino]-ethyl}-2-(2-naphthalenesulphonamido)acetamide). Yield: 36.0%. Reaction SMILES: [CH:1]1[C:10]2[C:5](=[CH:6][CH:7]=[CH:8][CH:9]=2)[CH:4]=[CH:3][C:2]=1[S:11]([NH:14][CH2:15][C:16]([NH:18][CH:19]([CH2:23][NH:24][C:25]([CH:27]1[CH2:32][CH2:31][N:30]([C:33]2[CH:38]=[CH:37][N:36]=[CH:35][CH:34]=2)[CH2:29][CH2:28]1)=[O:26])[C:20](O)=[O:21])=[O:17])(=[O:13])=[O:12].[NH:39]1[CH2:44][CH2:43][O:42][CH2:41][CH2:40]1>>[O:42]1[CH2:43][CH2:44][N:39]([C:20]([CH:19]([NH:18][C:16](=[O:17])[CH2:15][NH:14][S:11]([C:2]2[CH:1]=[CH:10][C:5]3[C:4](=[CH:9][CH:8]=[CH:7][CH:6]=3)[CH:3]=2)(=[O:12])=[O:13])[CH2:23][NH:24][C:25]([CH:27]2[CH2:32][CH2:31][N:30]([C:33]3[CH:34]=[CH:35][N:36]=[CH:37][CH:38]=3)[CH2:29][CH2:28]2)=[O:26])=[O:21])[CH2:40][CH2:41]1. Reported procedure: Using an analogous procedure to that described in Example 20, 2-[2-(2-naphthalenesulphonamido)acetamido]-3-[1-(4-pyridyl)piperidin-4-ylcarbonylamino]propionic acid was reacted with morpholine to give N-{1-morpholinocarbonyl-2-[1-(4-pyridyl)piperidin-4-ylcarbonylamino]-ethyl}-2-(2-naphthalenesulphonamido)acetamide in 36% yield. Reactants: O=C(n1ccnc1)n1ccnc1, C1CCC2=NCCCN2CC1, C1CCOC1, CS(N)(=O)=O, Cc1cc(I)ccc1Nc1cnccc1C(=O)O. Product: Cc1cc(I)ccc1Nc1cnccc1C(=O)NS(C)(=O)=O. Reaction SMILES: [C:19]([n:20]1[cH:21][cH:22][n:23][cH:24]1)([n:25]1[cH:26][cH:27][n:28][cH:29]1)=[O:30].[CH2:36]1[CH2:37][CH2:38][C:39]2=[N:44][CH2:43][CH2:42][CH2:41][N:40]2[CH2:45][CH2:46]1.[CH2:47]1[O:48][CH2:49][CH2:50][CH2:51]1.[CH3:31][S:32](=[O:33])(=[O:34])[NH2:35].[I:1][c:2]1[cH:3][c:4]([CH3:18])[c:5]([NH:8][c:9]2[c:10]([C:11](=[O:12])[OH:13])[cH:14][cH:15][n:16][cH:17]2)[cH:6][cH:7]1>>[I:1][c:2]1[cH:3][c:4]([CH3:18])[c:5]([NH:8][c:9]2[c:10]([C:11](=[O:12])[NH:35][S:32]([CH3:31])(=[O:33])=[O:34])[cH:14][cH:15][n:16][cH:17]2)[cH:6][cH:7]1.